describe an organic reaction: reactants, conditions, products, and yield From a dataset of the Open Reaction Database (ORD), a public repository of structured organic reaction records. The reactants are C1(C=2C(C(N1CC1=CC=C(C=C1)C=CC1=CC=C(C#N)C=C1)=O)=CC=CC2)=O (4-[2-(4-phthalimidomethylphenyl)ethenyl]benzonitrile), CO (methanol), Cl (hydrogen chloride), CCOCC (Ether). Solvent: C(Cl)(Cl)Cl (chloroform). Run at time 15 hour. The product is Cl.C1(C=2C(C(N1CC1=CC=C(C=C1)C=CC1=CC=C(C(OC)=N)C=C1)=O)=CC=CC2)=O (methyl 4-[2-(4-phthalimidomethylphenyl)ethenyl]benzimidate hydrochloride). Reaction SMILES: [C:1]1(=[O:28])[N:5]([CH2:6][C:7]2[CH:12]=[CH:11][C:10]([CH:13]=[CH:14][C:15]3[CH:22]=[CH:21][C:18]([C:19]#[N:20])=[CH:17][CH:16]=3)=[CH:9][CH:8]=2)[C:4](=[O:23])[C:3]2=[CH:24][CH:25]=[CH:26][CH:27]=[C:2]12.CO.[ClH:31].C[CH2:33][O:34]CC>C(Cl)(Cl)Cl>[ClH:31].[C:4]1(=[O:23])[N:5]([CH2:6][C:7]2[CH:8]=[CH:9][C:10]([CH:13]=[CH:14][C:15]3[CH:22]=[CH:21][C:18]([C:19](=[NH:20])[O:34][CH3:33])=[CH:17][CH:16]=3)=[CH:11][CH:12]=2)[C:1](=[O:28])[C:2]2=[CH:27][CH:26]=[CH:25][CH:24]=[C:3]12 |f:5.6|. Procedure: To a solution of 1.7 g of 4-[2-(4-phthalimidomethylphenyl)ethenyl]benzonitrile in 100 ml of chloroform was added at room temperature slowly dropwise 30 ml of anhydrous methanol saturated with anhydrous hydrogen chloride. The mixture was stirred at room temperature for 15 hours. The reaction mixture was stripped of the solvent under reduced pressure. Ether was added to the residue and the precipitated crystals were collected by filtration to yield 1.6 g of methyl 4-[2-(4-phthalimidomethylphenyl)e... Reactants: [BH4-].[Na+] (sodium borohydride), NC(C1(CCCC1)N(C)C)C1=CC=CC=C1 (Racemic {1-[amino(phenyl)methyl]cyclopentyl}dimethylamine), Cl.CNC (dimethylamine hydrochloride), C1(CCCCC1)=O (cyclohexanone), [C-]#N.[K+] (potassium cyanide), CN(C1(CCCC1)C#N)C (1-(dimethylamino)cyclopentanecarbonitrile), ( ii ), C1(=CC=CC=C1)[Li] (phenyl lithium), solution, CN(C1(CCCCC1)C#N)C (1-(dimethylamino)cyclohexanecarbonitrile). Solvent: O (water), C(CCC)OCCCC (dibutyl ether), C1CCOC1 (THF). Yields the product NC(C1(CCCCC1)N(C)C)C1=CC=CC=C1 ((±){1-[Amino(phenyl)methyl]cyclohexyl}dimethylamine). The yield is 26.9%. RXN SMILES: Cl.CNC.[C:5]1(=O)[CH2:10][CH2:9][CH2:8][CH2:7][CH2:6]1.[C-]#N.[K+].CN(C)C1(C#N)CCCC1.[CH3:25][N:26]([CH3:35])[C:27]1([C:33]#[N:34])[CH2:32][CH2:31][CH2:30][CH2:29][CH2:28]1.C1([Li])C=CC=CC=1.[BH4-].[Na+].NC(C1C=CC=CC=1)C1(N(C)C)CCCC1>O.C(OCCCC)CCC.C1COCC1>[NH2:34][CH:33]([C:5]1[CH:10]=[CH:9][CH:8]=[CH:7][CH:6]=1)[C:27]1([N:26]([CH3:35])[CH3:25])[CH2:32][CH2:31][CH2:30][CH2:29][CH2:28]1 |f:0.1,3.4,8.9|. Reported procedure: The title compound was prepared in two stages from (i) dimethylamine hydrochloride (3.26 g, 0.04 mol), cyclohexanone (3.9 g, 0.04 mol) and potassium cyanide (2.60 g, 0.04 mol) in water (25 ml) in a similar manner to that described in D1 to make 1-(dimethylamino)cyclohexanecarbonitrile (6.6 g, 100%). This was reacted directly in (ii) with phenyl lithium in dibutyl ether (10.5 ml of a 1.9M solution, 0.02 mol) in THF (30 ml) followed by sodium borohydride (1.51 g, 0.04 mol) in a similar manner to t... The reactants are CC(=O)c1ccccc1Br, O=C(O)c1ccc(B(O)O)cc1, CC#N, [Na+], [Na+], O=C([O-])[O-], c1ccc(P(c2ccccc2)(c2ccccc2)[Pd](P(c2ccccc2)(c2ccccc2)c2ccccc2)(P(c2ccccc2)(c2ccccc2)c2ccccc2)P(c2ccccc2)(c2ccccc2)c2ccccc2)cc1. The product is CC(=O)c1ccccc1-c1ccc(C(=O)O)cc1. As a reaction SMILES: [Br:13][c:14]1[c:15]([C:20]([CH3:21])=[O:22])[cH:16][cH:17][cH:18][cH:19]1.[C:1](=[O:2])([OH:3])[c:4]1[cH:5][cH:6][c:7]([B:10]([OH:11])[OH:12])[cH:8][cH:9]1.[CH3:29][C:30]#[N:31].[Na+:23].[Na+:24].[O-:25][C:26](=[O:27])[O-:28].[cH:32]1[cH:33][cH:34][c:35]([P:36]([Pd:37]([P:38]([c:39]2[cH:40][cH:41][cH:42][cH:43][cH:44]2)([c:45]2[cH:46][cH:47][cH:48][cH:49][cH:50]2)[c:51]2[cH:52][cH:53][cH:54][cH:55][cH:56]2)([P:57]([c:58]2[cH:59][cH:60][cH:61][cH:62][cH:63]2)([c:64]2[cH:65][cH:66][cH:67][cH:68][cH:69]2)[c:70]2[cH:71][cH:72][cH:73][cH:74][cH:75]2)[P:76]([c:77]2[cH:78][cH:79][cH:80][cH:81][cH:82]2)([c:83]2[cH:84][cH:85][cH:86][cH:87][cH:88]2)[c:89]2[cH:90][cH:91][cH:92][cH:93][cH:94]2)([c:95]2[cH:96][cH:97][cH:98][cH:99][cH:100]2)[c:101]2[cH:102][cH:103][cH:104][cH:105][cH:106]2)[cH:107][cH:108]1>>[C:1](=[O:2])([OH:3])[c:4]1[cH:5][cH:6][c:7](-[c:14]2[c:15]([C:20]([CH3:21])=[O:22])[cH:16][cH:17][cH:18][cH:19]2)[cH:8][cH:9]1. The product is OC(C)(C)C=1C=NOC1 (4-(2-HYDROXYPROPAN-2-YL)ISOXAZOLE). Reaction SMILES: [OH:1][C:2]([C:7]1[CH:8]=[N:9][O:10][CH:11]=1)([CH2:5]C)[CH2:3]C.C([Mg]Br)C>>[OH:1][C:2]([C:7]1[CH:8]=[N:9][O:10][CH:11]=1)([CH3:5])[CH3:3]. Reported procedure: The compound 4-(3-hydroxypentan-3-yl)isoxazole is similarly prepared using ethyl magnesium bromide. Starting materials: OC(CC)(CC)C=1C=NOC1 (4-(3-hydroxypentan-3-yl)isoxazole), C(C)[Mg]Br (ethyl magnesium bromide). Starting materials: ClC1=C(C=CC(=C1Cl)F)C(=O)N1C(C2=C(C=C1)N(N=N2)C2=NC=CN=C2)C ((2,3-dichloro-4-fluorophenyl)(4-methyl-1-(pyrazin-2-yl)-1H-[1,2,3]triazolo[4,5-c]pyridin-5(4H)-yl)methanone), C(C)[SiH](CC)CC (triethylsilane). The solvent is C(Cl)Cl (CH2Cl2), C(=O)(C(F)(F)F)O (TFA). Conditions: temperature 80 celsius. Yields the product ClC1=C(C=CC(=C1Cl)F)C(=O)N1C(C2=C(CC1)N(N=N2)C2=NC=CN=C2)C ((2,3-dichloro-4-fluorophenyl)(4-methyl-1-(pyrazin-2-yl)-6,7-dihydro-1H-[1,2,3]triazolo[4,5-c]pyridin-5(4H)-yl)methanone). Isolated yield 39.8%. Reaction SMILES: [Cl:1][C:2]1[C:7]([Cl:8])=[C:6]([F:9])[CH:5]=[CH:4][C:3]=1[C:10]([N:12]1[CH:17]=[CH:16][C:15]2[N:18]([C:21]3[CH:26]=[N:25][CH:24]=[CH:23][N:22]=3)[N:19]=[N:20][C:14]=2[CH:13]1[CH3:27])=[O:11].C([SiH](CC)CC)C>C(O)(C(F)(F)F)=O.C(Cl)Cl>[Cl:1][C:2]1[C:7]([Cl:8])=[C:6]([F:9])[CH:5]=[CH:4][C:3]=1[C:10]([N:12]1[CH2:17][CH2:16][C:15]2[N:18]([C:21]3[CH:26]=[N:25][CH:24]=[CH:23][N:22]=3)[N:19]=[N:20][C:14]=2[CH:13]1[CH3:27])=[O:11]. Reported procedure: To a solution of the product of Example 140, Step 1 (350 mg, 0.864 mmol) in TFA (2 mL) was added triethylsilane (0.35 mL, 2.16 mmol). The reaction was sealed and heated at 80° C. for 2 h. The reaction was diluted with CH2Cl2 and the organic portion washed with NaHCO3. The organic portion was then dried over Na2SO4, concentrated and purified by chromatography on silica gel eluted with heptane/EtOAc to afford the title compound (140 mg, 40%) MS (ESI) mass calcd. C17H13Cl2FN6O 406.1. m/z found, 407... Reactants: C(C)O (ethanol), Cellulose, C(C(C)O)O (propylene glycol), C(C)O (ethanol), CCC[C@@H]1C[C@H](N(C1)C)C(=O)N[C@@H]([C@@H]2[C@@H]([C@@H]([C@H]([C@H](O2)SC)OP(=O)(O)O)O)O)[C@H](C)Cl (clindamycin phosphate), hydroxyethylcellulose, [OH-].[Na+] (sodium hydroxide), CCC[C@@H]1C[C@H](N(C1)C)C(=O)N[C@@H]([C@@H]2[C@@H]([C@@H]([C@H]([C@H](O2)SC)OP(=O)(O)O)O)O)[C@H](C)Cl (clindamycin phosphate). Reagents/catalysts: O.O.C(C)(=O)[O-].[Zn+2].C(C)(=O)[O-] (zinc acetate dihydrate), C(C)(=O)[O-].[Zn+2].C(C)(=O)[O-] (zinc acetate). The solvent is O (water), O (water), O (water). The product is CCC[C@@H]1C[C@H](N(C1)C)C(=O)N[C@@H]([C@@H]2[C@@H]([C@@H]([C@H]([C@H](O2)SC)O)O)O)[C@H](C)Cl (Clindamycin). RXN SMILES: C(O)C.[OH-].[Na+].[CH3:6][CH2:7][CH2:8][C@H:9]1[CH2:13][N:12]([CH3:14])[C@H:11]([C:15]([NH:17][C@H:18]([C@@H:34]([Cl:36])[CH3:35])[C@H:19]2[O:24][C@H:23]([S:25][CH3:26])[C@H:22]([O:27]P(O)(O)=O)[C@@H:21]([OH:32])[C@H:20]2[OH:33])=[O:16])[CH2:10]1.C(O)C(O)C>O.O.O.C([O-])(=O)C.[Zn+2].C([O-])(=O)C.C([O-])(=O)C.[Zn+2].C([O-])(=O)C>[CH3:6][CH2:7][CH2:8][C@H:9]1[CH2:13][N:12]([CH3:14])[C@H:11]([C:15]([NH:17][C@H:18]([C@@H:34]([Cl:36])[CH3:35])[C@H:19]2[O:24][C@H:23]([S:25][CH3:26])[C@H:22]([OH:27])[C@@H:21]([OH:32])[C@H:20]2[OH:33])=[O:16])[CH2:10]1 |f:1.2,6.7.8.9.10,11.12.13|. Procedure details: Manufacture Complex a) Mix ethanol and purified water using a homogeniser. b) With continuous homogenisation, add the clindamycin phosphate (weight corrected for assay and water content) to form a suspension. c) While mixing continues, slowly add sodium hydroxide 30% w/w to a pH of 7.5 (allowing clindamycin phosphate to dissolve). Record pH and calculate total amount of water added. d) Dissolve zinc acetate dihydrate in purified water and mix until a clear solution is formed. e) With continuous ... Reactants: CCCC[N+](CCCC)(CCCC)CCCC, C1CCOC1, CC(C)(C)OC(=O)CCCOc1cc(Cl)c(-c2cnc(C(F)(F)F)cc2C#N)cc1C(=O)OCC[Si](C)(C)C, [F-]. Product: CC(C)(C)OC(=O)CCCOc1cc(Cl)c(-c2cnc(C(F)(F)F)cc2C#N)cc1C(=O)O. As a reaction SMILES: [CH2:41]([N+:42]([CH2:43][CH2:44][CH2:45][CH3:46])([CH2:47][CH2:48][CH2:49][CH3:50])[CH2:51][CH2:52][CH2:53][CH3:54])[CH2:55][CH2:56][CH3:57].[CH2:58]1[O:59][CH2:60][CH2:61][CH2:62]1.[CH3:1][Si:2]([CH3:3])([CH3:4])[CH2:38][CH2:39][O:5][C:6]([c:7]1[c:8]([O:26][CH2:27][CH2:28][CH2:29][C:30](=[O:31])[O:32][C:33]([CH3:34])([CH3:35])[CH3:36])[cH:9][c:10]([Cl:25])[c:11](-[c:13]2[cH:14][n:15][c:16]([C:21]([F:22])([F:23])[F:24])[cH:17][c:18]2[C:19]#[N:20])[cH:12]1)=[O:37].[F-:40]>>[O:5]=[C:6]([c:7]1[c:8]([O:26][CH2:27][CH2:28][CH2:29][C:30](=[O:31])[O:32][C:33]([CH3:34])([CH3:35])[CH3:36])[cH:9][c:10]([Cl:25])[c:11](-[c:13]2[cH:14][n:15][c:16]([C:21]([F:22])([F:23])[F:24])[cH:17][c:18]2[C:19]#[N:20])[cH:12]1)[OH:37]. Starting materials: Br, COc1ccc(C(C)C(O)(c2cnc(C)cn2)C(F)(F)F)c(Cl)c1. The product is Cc1cnc(C(O)(C(C)c2ccc(O)cc2Cl)C(F)(F)F)cn1. RXN SMILES: [BrH:25].[Cl:1][c:2]1[c:3]([CH:10]([C:11]([C:12]([F:13])([F:14])[F:15])([OH:16])[c:17]2[n:18][cH:19][c:20]([CH3:23])[n:21][cH:22]2)[CH3:24])[cH:4][cH:5][c:6]([O:8][CH3:9])[cH:7]1>>[Cl:1][c:2]1[c:3]([CH:10]([C:11]([C:12]([F:13])([F:14])[F:15])([OH:16])[c:17]2[n:18][cH:19][c:20]([CH3:23])[n:21][cH:22]2)[CH3:24])[cH:4][cH:5][c:6]([OH:8])[cH:7]1.